From a dataset of the Open Reaction Database (ORD), a public repository of structured organic reaction records. describe an organic reaction: reactants, conditions, products, and yield Starting materials: C1(C(CCCCCC1)=O)=O (cyclooctane-1,2-dione), COP(OC)(=O)CC(=O)C1=C(C=CC=C1)OC ([2-(2-Methoxy-phenyl)-2-oxo-ethyl]-phosphonic acid dimethyl ester), O.NN (hydrazine monohydrate). Product: COC1=C(C=CC=C1)C1=CC2=C(N=N1)CCCCCC2 (3-(2-Methoxy-phenyl)-5,6,7,8,9,10-hexahydro-cycloocta[c]pyridazine). As a reaction SMILES: [C:1]1(=O)[CH2:8][CH2:7][CH2:6][CH2:5][CH2:4][CH2:3][C:2]1=O.COP([CH2:17][C:18]([C:20]1[CH:25]=[CH:24][CH:23]=[CH:22][C:21]=1[O:26][CH3:27])=O)(=O)OC.O.[NH2:29][NH2:30]>>[CH3:27][O:26][C:21]1[CH:22]=[CH:23][CH:24]=[CH:25][C:20]=1[C:18]1[N:30]=[N:29][C:2]2[CH2:3][CH2:4][CH2:5][CH2:6][CH2:7][CH2:8][C:1]=2[CH:17]=1 |f:2.3|. Procedure: yellow oil. MS (EI): 268.2 (M+). Prepared from cyclooctane-1,2-dione, [2-(2-Methoxy-phenyl)-2-oxo-ethyl]-phosphonic acid dimethyl ester, hydrazine monohydrate. Reactants: CN(C)C=O, ClCc1csc(-c2cccs2)n1, [H-], [Na+], O, CCOC(=O)CCc1cn(Cc2ccc(O)cc2)cc1-c1ccccc1. Product: CCOC(=O)CCc1cn(Cc2ccc(OCc3csc(-c4cccs4)n3)cc2)cc1-c1ccccc1. As a reaction SMILES: [CH3:42][N:43]([CH3:44])[CH:45]=[O:46].[Cl:29][CH2:30][c:31]1[n:32][c:33](-[c:36]2[s:37][cH:38][cH:39][cH:40]2)[s:34][cH:35]1.[H-:1].[Na+:2].[OH2:41].[OH:3][c:4]1[cH:5][cH:6][c:7]([CH2:8][n:9]2[cH:10][c:11]([CH2:20][CH2:21][C:22](=[O:23])[O:24][CH2:25][CH3:26])[c:12](-[c:14]3[cH:15][cH:16][cH:17][cH:18][cH:19]3)[cH:13]2)[cH:27][cH:28]1>>[O:3]([c:4]1[cH:5][cH:6][c:7]([CH2:8][n:9]2[cH:10][c:11]([CH2:20][CH2:21][C:22](=[O:23])[O:24][CH2:25][CH3:26])[c:12](-[c:14]3[cH:15][cH:16][cH:17][cH:18][cH:19]3)[cH:13]2)[cH:27][cH:28]1)[CH2:30][c:31]1[n:32][c:33](-[c:36]2[s:37][cH:38][cH:39][cH:40]2)[s:34][cH:35]1. Starting materials: C1(CC1)COC1=C(C=CC(=N1)C(=O)O)C1(CCC1)F (6-(Cyclopropylmethoxy)-5-(1-fluorocyclobutyl)pyridine-2-carboxylic acid), Cl.FC1(C[C@H](NC1)C(=O)N)F ((S)-4,4-difluoropyrrolidine-2-carboxamide hydrochloride). Product: C1(CC1)COC1=C(C=CC(=N1)C(=O)N1[C@@H](CC(C1)(F)F)C(=O)N)C1(CCC1)F ((2S)-1-[6-(Cyclopropylmethoxy)-5-(1-fluorocyclobutyl)pyridine-2-carbonyl]-4,4-difluoropyrrolidine-2-carboxamide). The yield is 91.0%. RXN SMILES: [CH:1]1([CH2:4][O:5][C:6]2[N:11]=[C:10]([C:12]([OH:14])=O)[CH:9]=[CH:8][C:7]=2[C:15]2([F:19])[CH2:18][CH2:17][CH2:16]2)[CH2:3][CH2:2]1.Cl.[F:21][C:22]1([F:30])[CH2:26][NH:25][C@H:24]([C:27]([NH2:29])=[O:28])[CH2:23]1>>[CH:1]1([CH2:4][O:5][C:6]2[N:11]=[C:10]([C:12]([N:25]3[CH2:26][C:22]([F:30])([F:21])[CH2:23][C@H:24]3[C:27]([NH2:29])=[O:28])=[O:14])[CH:9]=[CH:8][C:7]=2[C:15]2([F:19])[CH2:18][CH2:17][CH2:16]2)[CH2:2][CH2:3]1 |f:1.2|. Reported procedure: In analogy to the procedure described in Example 127 e), 6-(cyclopropylmethoxy)-5-(1-fluorocyclobutyl)pyridine-2-carboxylic acid (Example 130 f, 20 mg, 49.8 μmol) was reacted with (S)-4,4-difluoropyrrolidine-2-carboxamide hydrochloride (CAN 426844-51-1, 11.1 mg, 59.7 μmol) to give the title compound (18 mg, 91%) as off-white solid, MS (EI): m/e=398.4 [MH+]. Reactants: O=C([O-])O, ClCCl, COc1cc(C(=O)OCC2(N(C)C)CCSc3ccccc32)cc(OC)c1OC, O=C(OO)c1cccc(Cl)c1, Cl, [Na+]. Yields the product COc1cc(C(=O)OCC2(N(C)C)CCS(=O)c3ccccc32)cc(OC)c1OC. As a reaction SMILES: [C:42](=[O:43])([OH:44])[O-:45].[CH2:47]([Cl:48])[Cl:49].[CH3:1][N:2]([C:3]1([CH2:13][O:14][C:15]([c:16]2[cH:17][c:18]([O:26][CH3:27])[c:19]([O:24][CH3:25])[c:20]([O:22][CH3:23])[cH:21]2)=[O:28])[CH2:4][CH2:5][S:6][c:7]2[c:8]1[cH:9][cH:10][cH:11][cH:12]2)[CH3:29].[Cl:31][c:32]1[cH:33][cH:34][cH:35][c:36]([C:37]([O:38][OH:40])=[O:39])[cH:41]1.[ClH:30].[Na+:46]>>[CH3:1][N:2]([C:3]1([CH2:13][O:14][C:15]([c:16]2[cH:17][c:18]([O:26][CH3:27])[c:19]([O:24][CH3:25])[c:20]([O:22][CH3:23])[cH:21]2)=[O:28])[CH2:4][CH2:5][S:6](=[O:39])[c:7]2[c:8]1[cH:9][cH:10][cH:11][cH:12]2)[CH3:29]. The reactants are C([O-])([O-])=O.[Na+].[Na+] (sodium carbonate), NCCOCCOCC(=O)O ([2-(2-aminoethoxy)ethoxy]acetic acid), OC1(C(OCC(C1O)O)=O)CO (3,4,5-trihydroxy-hydroxymethyltetrahydropyran-2-one). The solvent is CO (methanol). The product is OC(C(=O)NCCOCCOCC(=O)O)C(C(C(CO)O)O)O ({2-[2-(2,3,4,5,6-Pentahydroxyhexanoylamino)ethoxy]ethoxy}acetic acid). Reaction SMILES: [C:1](=O)([O-])[O-:2].[Na+].[Na+].[NH2:7][CH2:8][CH2:9][O:10][CH2:11][CH2:12][O:13][CH2:14][C:15]([OH:17])=[O:16].[OH:18][C:19]1([CH2:28][OH:29])[CH:24]([OH:25])[CH:23]([OH:26])[CH2:22][O:21]C1=O>CO>[OH:29][CH:28]([CH:19]([OH:18])[CH:24]([OH:25])[CH:23]([OH:26])[CH2:22][OH:21])[C:1]([NH:7][CH2:8][CH2:9][O:10][CH2:11][CH2:12][O:13][CH2:14][C:15]([OH:17])=[O:16])=[O:2] |f:0.1.2|. Reported procedure: 172 mg of sodium carbonate are added to a solution of 450 mg of [2-(2-aminoethoxy)ethoxy]acetic acid and 318 mg of 3,4,5-trihydroxy-hydroxymethyltetrahydropyran-2-one in 10 ml of methanol, and the mixture is stirred at room temperature until the reaction has gone to completion. The reaction solution is filtered and concentrated. The residue is taken up in water and acetonitrile (1/1), resulting in the formation of 2 phases. The aqueous phase is concentrated and contains 20: